Dataset: the Open Reaction Database (ORD), a public repository of structured organic reaction records. Task: describe an organic reaction: reactants, conditions, products, and yield Product: CCC(N)(C#N)c1ccc(Cl)cc1. Starting materials: C[Si](C)(C)C#N, CO, CCC(=O)c1ccc(Cl)cc1, N. Reaction SMILES: [CH3:13][Si:14]([CH3:15])([CH3:16])[C:17]#[N:18].[CH3:19][OH:20].[Cl:1][c:2]1[cH:3][cH:4][c:5]([C:8]([CH2:9][CH3:10])=[O:11])[cH:6][cH:7]1.[NH3:12]>>[Cl:1][c:2]1[cH:3][cH:4][c:5]([C:8]([CH2:9][CH3:10])([NH2:12])[C:17]#[N:18])[cH:6][cH:7]1. Reactants: [Al+3], C1CCOC1, COC(=O)c1ccc(-c2cc(OC)ccc2F)c(CN2C(C)CCC2C)c1, [H-], [H-], [H-], [H-], [Li+]. The product is COc1ccc(F)c(-c2ccc(CO)cc2CN2C(C)CCC2C)c1. As a reaction SMILES: [Al+3:2].[CH2:34]1[O:35][CH2:36][CH2:37][CH2:38]1.[CH3:7][CH:8]1[N:9]([CH2:14][c:15]2[c:16](-[c:25]3[c:26]([F:33])[cH:27][cH:28][c:29]([O:31][CH3:32])[cH:30]3)[cH:17][cH:18][c:19]([C:21](=[O:22])[O:23][CH3:24])[cH:20]2)[CH:10]([CH3:13])[CH2:11][CH2:12]1.[H-:1].[H-:4].[H-:5].[H-:6].[Li+:3]>>[CH3:7][CH:8]1[N:9]([CH2:14][c:15]2[c:16](-[c:25]3[c:26]([F:33])[cH:27][cH:28][c:29]([O:31][CH3:32])[cH:30]3)[cH:17][cH:18][c:19]([CH2:21][OH:22])[cH:20]2)[CH:10]([CH3:13])[CH2:11][CH2:12]1. Starting materials: CC(C)(C)n1ncc(O)c(Cl)c1=O, O=C([O-])[O-], CCOCCOc1ccc(CBr)cc1, CN(C)C=O, [K+], [K+], O. Product: CCOCCOc1ccc(COc2cnn(C(C)(C)C)c(=O)c2Cl)cc1. RXN SMILES: [C:1]([CH3:2])([CH3:3])([CH3:4])[n:5]1[n:6][cH:7][c:8]([OH:13])[c:9]([Cl:12])[c:10]1=[O:11].[C:28](=[O:29])([O-:30])[O-:31].[CH2:14]([CH3:15])[O:16][CH2:17][CH2:18][O:19][c:20]1[cH:21][cH:22][c:23]([CH2:24][Br:25])[cH:26][cH:27]1.[CH3:35][N:36]([CH3:37])[CH:38]=[O:39].[K+:32].[K+:33].[OH2:34]>>[C:1]([CH3:2])([CH3:3])([CH3:4])[n:5]1[n:6][cH:7][c:8]([O:13][CH2:24][c:23]2[cH:22][cH:21][c:20]([O:19][CH2:18][CH2:17][O:16][CH2:14][CH3:15])[cH:27][cH:26]2)[c:9]([Cl:12])[c:10]1=[O:11]. Reactants: N, CCOC(=O)c1ncn2c1C1CCCN1C(=O)c1ccccc1-2, O=[N+]([O-])O, O=S(=O)(O)O. Product: CCOC(=O)c1ncn2c1C1CCCN1C(=O)c1cc([N+](=O)[O-])ccc1-2. RXN SMILES: [NH3:33].[O:1]=[C:2]1[N:3]2[CH:4]([c:5]3[n:6]([cH:13][n:14][c:15]3[C:16](=[O:17])[O:18][CH2:19][CH3:20])-[c:7]3[c:8]1[cH:9][cH:10][cH:11][cH:12]3)[CH2:21][CH2:22][CH2:23]2.[OH:24][N+:25]([O-:26])=[O:27].[S:28](=[O:29])(=[O:30])([OH:31])[OH:32]>>[O:1]=[C:2]1[N:3]2[CH:4]([c:5]3[n:6]([cH:13][n:14][c:15]3[C:16](=[O:17])[O:18][CH2:19][CH3:20])-[c:7]3[c:8]1[cH:9][c:10]([N+:25](=[O:24])[O-:26])[cH:11][cH:12]3)[CH2:21][CH2:22][CH2:23]2. Starting materials: C(C1=CC=CC=C1)OC(=O)ON1C(CCC1=O)=O (N-(benzyloxycarbonyloxy)succinimide), C1NCCC=2C3=CC=CC=C3NC12 (2,3,4,9-tetrahydro-1H-β-carboline), 4-N,N-dimethylaminopyridine. The solvent is O1CCCC1 (tetrahydrofuran), O1CCCC1 (tetrahydrofuran). Reaction conditions: time 16 hour. Yields the product C(C1=CC=CC=C1)OC(=O)N1CC=2NC3=CC=CC=C3C2CC1 (1,3,4,9-Tetrahydro-β-carboline-2-carboxylic acid benzyl ester). RXN SMILES: [CH2:1]([O:8][C:9]([O:11]N1C(=O)CCC1=O)=O)[C:2]1[CH:7]=[CH:6][CH:5]=[CH:4][CH:3]=1.[CH2:19]1[C:31]2[NH:30][C:29]3[C:24](=[CH:25][CH:26]=[CH:27][CH:28]=3)[C:23]=2[CH2:22][CH2:21][NH:20]1>O1CCCC1>[CH2:1]([O:8][C:9]([N:20]1[CH2:21][CH2:22][C:23]2[C:24]3[C:29](=[CH:28][CH:27]=[CH:26][CH:25]=3)[NH:30][C:31]=2[CH2:19]1)=[O:11])[C:2]1[CH:3]=[CH:4][CH:5]=[CH:6][CH:7]=1. Procedure: A solution of N-(benzyloxycarbonyloxy)succinimide (9.61 g, 38.6 mmol) in anhydrous tetrahydrofuran (30 ml) was added to a suspension of 2,3,4,9-tetrahydro-1H-β-carboline (4.43 g, 25.7 mmol) and 4-N,N-dimethylaminopyridine (266 mg) in anhydrous tetrahydrofuran (30 ml), while cooling with ice. The suspension was stirred at room temperature for 16 h and the tetrahydrofuran was then removed i. vac. The residue was dissolved in ethyl acetate (20 ml) and the solution was washed with water (2×20 ml). T... The reactants are CC(c1ccc(Br)cc1)N1CCC(CCCO)(c2ccccc2)OC1=O, C=C[Sn](CCCC)(CCCC)CCCC, Cc1ccccc1, c1ccc(P(c2ccccc2)(c2ccccc2)[Pd](P(c2ccccc2)(c2ccccc2)c2ccccc2)(P(c2ccccc2)(c2ccccc2)c2ccccc2)P(c2ccccc2)(c2ccccc2)c2ccccc2)cc1. Yields the product C=Cc1ccc(C(C)N2CCC(CCCO)(c3ccccc3)OC2=O)cc1. RXN SMILES: [Br:1][c:2]1[cH:3][cH:4][c:5]([CH:8]([CH3:9])[N:10]2[C:11](=[O:26])[O:12][C:13]([c:16]3[cH:17][cH:18][cH:19][cH:20][cH:21]3)([CH2:22][CH2:23][CH2:24][OH:25])[CH2:14][CH2:15]2)[cH:6][cH:7]1.[CH2:27]([CH2:28][CH2:40][CH3:41])[Sn:29]([CH2:30][CH2:31][CH2:32][CH3:33])([CH2:34][CH2:35][CH2:36][CH3:37])[CH:38]=[CH2:39].[CH3:42][c:43]1[cH:44][cH:45][cH:46][cH:47][cH:48]1.[cH:49]1[cH:50][cH:51][c:52]([P:53]([Pd:54]([P:55]([c:56]2[cH:57][cH:58][cH:59][cH:60][cH:61]2)([c:62]2[cH:63][cH:64][cH:65][cH:66][cH:67]2)[c:68]2[cH:69][cH:70][cH:71][cH:72][cH:73]2)([P:74]([c:75]2[cH:76][cH:77][cH:78][cH:79][cH:80]2)([c:81]2[cH:82][cH:83][cH:84][cH:85][cH:86]2)[c:87]2[cH:88][cH:89][cH:90][cH:91][cH:92]2)[P:93]([c:94]2[cH:95][cH:96][cH:97][cH:98][cH:99]2)([c:100]2[cH:101][cH:102][cH:103][cH:104][cH:105]2)[c:106]2[cH:107][cH:108][cH:109][cH:110][cH:111]2)([c:112]2[cH:113][cH:114][cH:115][cH:116][cH:117]2)[c:118]2[cH:119][cH:120][cH:121][cH:122][cH:123]2)[cH:124][cH:125]1>>[c:2]1([CH:27]=[CH2:28])[cH:3][cH:4][c:5]([CH:8]([CH3:9])[N:10]2[C:11](=[O:26])[O:12][C:13]([c:16]3[cH:17][cH:18][cH:19][cH:20][cH:21]3)([CH2:22][CH2:23][CH2:24][OH:25])[CH2:14][CH2:15]2)[cH:6][cH:7]1.